The task is: describe an organic reaction: reactants, conditions, products, and yield. This data is from the Open Reaction Database (ORD), a public repository of structured organic reaction records. The reactants are CS(C)=O, C[S-], O=C(Nc1ccc(F)cc1C(=O)Nc1ccc(Cl)cn1)c1ccc(F)cn1, [Na+], O. Yields the product CSc1ccc(C(=O)Nc2ccc(F)cc2C(=O)Nc2ccc(Cl)cn2)nc1. As a reaction SMILES: [CH3:28][S:29]([CH3:30])=[O:31].[CH3:32][S-:33].[F:1][c:2]1[cH:3][cH:4][c:5]([NH:18][C:19](=[O:20])[c:21]2[n:22][cH:23][c:24]([F:27])[cH:25][cH:26]2)[c:6]([C:7](=[O:8])[NH:9][c:10]2[n:11][cH:12][c:13]([Cl:16])[cH:14][cH:15]2)[cH:17]1.[Na+:34].[OH2:35]>>[F:1][c:2]1[cH:3][cH:4][c:5]([NH:18][C:19](=[O:20])[c:21]2[n:22][cH:23][c:24]([S:29][CH3:28])[cH:25][cH:26]2)[c:6]([C:7](=[O:8])[NH:9][c:10]2[n:11][cH:12][c:13]([Cl:16])[cH:14][cH:15]2)[cH:17]1. Starting materials: CCOC(=O)C (EtOAc), CC[Mg+].[Br-] (EtMgBr), OC1CCC(CC1)C(=O)N(C)OC (4-hydroxy-N-methoxy-N-methylcyclohexanecarboxamide). Run in C1CCOC1 (THF). Run at time 8 hour. Yields the product OC1CCC(CC1)C(CC)=O (1-(4-hydroxycyclohexyl)propan-1-one). The yield is 72.0%. RXN SMILES: [CH3:1][CH2:2][Mg+].[Br-].[OH:5][CH:6]1[CH2:11][CH2:10][CH:9]([C:12](N(OC)C)=[O:13])[CH2:8][CH2:7]1.CCOC(C)=O>C1COCC1>[OH:5][CH:6]1[CH2:11][CH2:10][CH:9]([C:12](=[O:13])[CH2:2][CH3:1])[CH2:8][CH2:7]1 |f:0.1|. Reported procedure: EtMgBr (1 M, 3.0 eq, 20 mL) was added to a solution of 4-hydroxy-N-methoxy-N-methylcyclohexanecarboxamide (1.0 g, 1.0 eq) in dry THF at 0° C. Once addition was complete, the mixture was stirred overnight. The reaction mixture was washed with saturated NH4Cl (aq), and extracted by EtOAc. The extract was dried, concentrated, and purified by column chromatography with petroleum ether:EtOAc=1:1 to give the desired product (0.6 g, 72% yield). 1H NMR (400 MHz, CDCl3) δ 3.50-3.64 (m, 1H), 2.47 (q, J=7....